From a dataset of the Open Reaction Database (ORD), a public repository of structured organic reaction records. describe an organic reaction: reactants, conditions, products, and yield Starting materials: COC(C(CC=1N(C2=CC=C(C=C2C1SC(C)(C)C)OC)CC1=CC=C(C=C1)Cl)(C)C)=O (3-[N-p-Chlorobenzyl-3-(t-butylthio)-5-methoxyindol-2-yl]-2,2-dimethylpropanoic acid methyl ester), C1CCOC1 (THF), [Li+].[OH-] (LiOH). The solvent is CO (MeOH). Run at temperature 80 celsius. Product: ClC1=CC=C(CN2C(=C(C3=CC(=CC=C23)OC)SC(C)(C)C)CC(C(=O)O)(C)C)C=C1 (3-[N-(p-Chlorobenzyl)-3-(t-butylthio)-5-methoxyindol-2-yl]-2,2-dimethylpropanoic acid). Reaction SMILES: C[O:2][C:3](=[O:32])[C:4]([CH3:31])([CH3:30])[CH2:5][C:6]1[N:7]([CH2:22][C:23]2[CH:28]=[CH:27][C:26]([Cl:29])=[CH:25][CH:24]=2)[C:8]2[C:13]([C:14]=1[S:15][C:16]([CH3:19])([CH3:18])[CH3:17])=[CH:12][C:11]([O:20][CH3:21])=[CH:10][CH:9]=2.C1COCC1.[Li+].[OH-]>CO>[Cl:29][C:26]1[CH:27]=[CH:28][C:23]([CH2:22][N:7]2[C:8]3[C:13](=[CH:12][C:11]([O:20][CH3:21])=[CH:10][CH:9]=3)[C:14]([S:15][C:16]([CH3:19])([CH3:17])[CH3:18])=[C:6]2[CH2:5][C:4]([CH3:31])([CH3:30])[C:3]([OH:32])=[O:2])=[CH:24][CH:25]=1 |f:2.3|. Reported procedure: The compound from Step A was hydrolysed using 325 mL of THF, 600 mL of MeOH and 325 mL of 1.0M LiOH. The solution was heated to 80° C. for 3 h. The solution was acidified with 1N HC1 and extracted with 3×200 mL of EtOAc. The organic phase was washed with water (2×150 mL) and dried over MgSO4. The solution was evaporated to dryness to provide the title compound. m.p. 190°-191° C. Anal C, H, N: Calc. C 65.27; H 6.57; N 3.04, Found C 65.28; H 6.58; N 3.04